From a dataset of the Open Reaction Database (ORD), a public repository of structured organic reaction records. describe an organic reaction: reactants, conditions, products, and yield Reactants: C(C1=CC=CC=C1)N (Benzylamine), C(C1=CC=CC=C1)(=O)OC1=C(N=C(C=2C=CC=NC12)C(=O)OC)C(=O)OC (Dimethyl 8-(benzoyloxy)-1,6-naphthyridine-5,7-dicarboxylate), C(C)OCC (diethyl ether). Run in CO (methanol). Conditions: temperature 80 celsius, time 16 hour. Yields the product OC1=C(N=C(C=2C=CC=NC12)C(=O)OC)C(=O)OC (dimethyl 8-hydroxy-1,6-naphthyridine-5,7-dicarboxylate). RXN SMILES: C([O:9][C:10]1[C:19]2[N:18]=[CH:17][CH:16]=[CH:15][C:14]=2[C:13]([C:20]([O:22][CH3:23])=[O:21])=[N:12][C:11]=1[C:24]([O:26][CH3:27])=[O:25])(=O)C1C=CC=CC=1.C(N)C1C=CC=CC=1.C(OCC)C>CO>[OH:9][C:10]1[C:19]2[N:18]=[CH:17][CH:16]=[CH:15][C:14]=2[C:13]([C:20]([O:22][CH3:23])=[O:21])=[N:12][C:11]=1[C:24]([O:26][CH3:27])=[O:25]. Procedure details: Dimethyl 8-(benzoyloxy)-1,6-naphthyridine-5,7-dicarboxylate (2.0 g, 5.46 mmol, prepared as in Example 164) was dissolved in dry methanol (4.0 ml) in a pressure tube. Benzylamine (0.58 g, 5.46 mmol) was added and the reaction capped and heated to 80 degrees C. under nitrogen for 16 hours. LCMS analysis indicated that the reaction was complete. The reaction was transferred to an Erlenmeyer flask and then diethyl ether was added to precipitate the product. Filtered and dried the solid in vacuo to o... Reactants: C1(CC1)C(=CC=CC1=CC(=C(C=C1)F)OC1=CC=CC=C1)C1=CC=C(C=C1)Cl (1-cyclopropyl-1-(4-chlorophenyl)-4-(4-fluoro-3-phenoxyphenyl) -1,3-butadiene). The reagents and catalysts are [Ni] (Raney nickel). Run in C(C)O (ethanol). Product: C1(CC1)C(CCCC1=CC(=C(C=C1)F)OC1=CC=CC=C1)C1=CC=C(C=C1)Cl (1-cyclopropyl-1-(4-chlorophenyl)-4-(4-fluoro-3-phenoxyphenyl)butane). Isolated yield 76.0%. Reaction SMILES: [CH:1]1([C:4]([C:22]2[CH:27]=[CH:26][C:25]([Cl:28])=[CH:24][CH:23]=2)=[CH:5][CH:6]=[CH:7][C:8]2[CH:13]=[CH:12][C:11]([F:14])=[C:10]([O:15][C:16]3[CH:21]=[CH:20][CH:19]=[CH:18][CH:17]=3)[CH:9]=2)[CH2:3][CH2:2]1>C(O)C.[Ni]>[CH:1]1([CH:4]([C:22]2[CH:27]=[CH:26][C:25]([Cl:28])=[CH:24][CH:23]=2)[CH2:5][CH2:6][CH2:7][C:8]2[CH:13]=[CH:12][C:11]([F:14])=[C:10]([O:15][C:16]3[CH:21]=[CH:20][CH:19]=[CH:18][CH:17]=3)[CH:9]=2)[CH2:3][CH2:2]1. Procedure details: Using a Parr hydrogenation apparatus, a solution of 1.7 grams (0.004 mole) of 1-cyclopropyl-1-(4-chlorophenyl)-4-(4-fluoro-3-phenoxyphenyl) -1,3-butadiene in 100 mL of absolute ethanol was hydrogenated in the presence of 0.3 gram of Raney nickel (50% in water). Upon completion of the hydrogenation, the reaction mixture was concentrated under reduced pressure to a residue. The residue was subjected to column chromatography on silica gel. Elution was accomplished using 10% cyclohexane in hexane. T...